This data is from the Open Reaction Database (ORD), a public repository of structured organic reaction records. The task is: describe an organic reaction: reactants, conditions, products, and yield Starting materials: [N+](=O)([O-])C1=C(C(=O)C2C(OC=C2)=O)C=CC=C1 (o-nitrobenzoyl-2(3H)-furanone), Cl (HCl). Conditions: temperature 70 celsius. Product: ClCCCC(=O)C1=C(C=CC=C1)[N+](=O)[O-] (4-chloro-2'-nitrobutyrophenone). The yield is 95.0%. As a reaction SMILES: [N+:1]([C:4]1[CH:17]=[CH:16][CH:15]=[CH:14][C:5]=1[C:6]([CH:8]1[CH:12]=[CH:11]OC1=O)=[O:7])([O-:3])=[O:2].[ClH:18]>>[Cl:18][CH2:11][CH2:12][CH2:8][C:6]([C:5]1[CH:14]=[CH:15][CH:16]=[CH:17][C:4]=1[N+:1]([O-:3])=[O:2])=[O:7]. Reported procedure: A mixture of dihydro-3-(o-nitrobenzoyl-2(3H)-furanone (2.0 g, 8.5 mmole) in 10 g of 37% HCl solution is stirred at 70° C. until reaction is complete by TLC, cooled to room temperature and extracted with toluene. The organic extracts are combined and concentrated in vacuo to give the title product as a golden oil, 1.84 g (95% yield), 99% pure by HPLC analysis, identified by 1HNMR. Reaction SMILES: [CH2:1]([c:2]1[cH:3][cH:4][cH:5][cH:6][cH:7]1)[O:8][CH:9]1[CH2:10][CH:11]([CH:21]([c:22]2[cH:23][cH:24][c:25]([S:28](=[O:29])(=[O:30])[CH2:31][CH:32]3[CH2:33][CH2:34]3)[cH:26][cH:27]2)[NH:35][C:36]([c:37]2[c:38]([Cl:47])[c:39]([C:43]([F:44])([F:45])[F:46])[cH:40][cH:41][cH:42]2)=[O:48])[N:12]([C:14](=[O:15])[O:16][C:17]([CH3:18])([CH3:19])[CH3:20])[CH2:13]1.[CH2:49]([O:50][CH:51]1[CH2:52][N:53]([C:54]([O:55][C:56]([CH3:57])([CH3:58])[CH3:59])=[O:60])[CH:61]([C:62]([OH:63])=[O:64])[CH2:65]1)[c:66]1[cH:67][cH:68][cH:69][cH:70][cH:71]1.[CH:86]1=[CH:91][CH2:90][CH:89]=[CH:88][CH2:87]1.[Cl:72][C:73]1=[C:84]([Cl:85])[C:82](=[O:83])[C:79]([C:80]#[N:81])=[C:76]([C:77]#[N:78])[C:74]1=[O:75].[OH2:92]>>[OH:8][CH:9]1[CH2:10][CH:11]([CH:21]([c:22]2[cH:23][cH:24][c:25]([S:28](=[O:29])(=[O:30])[CH2:31][CH:32]3[CH2:33][CH2:34]3)[cH:26][cH:27]2)[NH:35][C:36]([c:37]2[c:38]([Cl:47])[c:39]([C:43]([F:44])([F:45])[F:46])[cH:40][cH:41][cH:42]2)=[O:48])[N:12]([C:14](=[O:15])[O:16][C:17]([CH3:18])([CH3:19])[CH3:20])[CH2:13]1. The product is CC(C)(C)OC(=O)N1CC(O)CC1C(NC(=O)c1cccc(C(F)(F)F)c1Cl)c1ccc(S(=O)(=O)CC2CC2)cc1. Reactants: CC(C)(C)OC(=O)N1CC(OCc2ccccc2)CC1C(NC(=O)c1cccc(C(F)(F)F)c1Cl)c1ccc(S(=O)(=O)CC2CC2)cc1, CC(C)(C)OC(=O)N1CC(OCc2ccccc2)CC1C(=O)O, C1=CCC=CC1, N#CC1=C(C#N)C(=O)C(Cl)=C(Cl)C1=O, O. Starting materials: C(C(C(=O)O)N)SS(=O)(=O)CC(C(=O)O)N (cystine disulfoxide). Solvent: C(=O)O (formic acid). Yields the product C([C@@H](C(=O)O)N)S(=O)O (cysteinesulfinic acid). Isolated yield 113.6%. As a reaction SMILES: C(S[S:8]([CH2:11][CH:12]([NH2:16])[C:13]([OH:15])=[O:14])(=[O:10])=[O:9])C(N)C(O)=O>C(O)=O>[CH2:11]([S:8]([OH:10])=[O:9])[C@H:12]([NH2:16])[C:13]([OH:15])=[O:14]. Reported procedure: This cystine disulfoxide (13.6 g, 0.05 mols) was dissolved in 250 ml of formic acid. The solution was passed through 150 ml of a Diaion SK1B column, and washed with 300 ml of water. A solution of 11.4 g of sodium hydroxide in 200 ml of water was passed through this resin column, and then washed with 150 ml of water. Subsequently, a solution of 17.5 g of a 25% aqueous ammonia in 200 ml of water was passed through the resin column, and then washed with water. This eluate was passed through 150 ml ... The reactants are COC(C1=CC(=NC=C1[N+](=O)[O-])OC1=C(C=C(C=C1)F)F)=O (2-(2,4-Difluoro-phenoxy)-5-nitro-isonicotinic acid methyl ester). The solvent is CCO (EtOH). Run at time 4 hour. Product: COC(C1=CC(=NC=C1N)OC1=C(C=C(C=C1)F)F)=O (5-Amino-2-(2,4-difluoro-phenoxy)-isonicotinic acid methyl ester). Isolated yield 58.9%. Reaction SMILES: [CH3:1][O:2][C:3](=[O:22])[C:4]1[C:9]([N+:10]([O-])=O)=[CH:8][N:7]=[C:6]([O:13][C:14]2[CH:19]=[CH:18][C:17]([F:20])=[CH:16][C:15]=2[F:21])[CH:5]=1>CCO>[CH3:1][O:2][C:3](=[O:22])[C:4]1[C:9]([NH2:10])=[CH:8][N:7]=[C:6]([O:13][C:14]2[CH:19]=[CH:18][C:17]([F:20])=[CH:16][C:15]=2[F:21])[CH:5]=1. Procedure: Compound (1B) (7.99 g, 25.6 mmol) was taken up in EtOH (350 mL), and nitrogen gas was bubbled through the solution for five minutes before 10% Pd/C (1.6 g) was carefully added. The resulting mixture was put on the Parr Shaker under 60 psi hydrogen gas for 4 hours. By TLC, there was no starting material remaining. The reaction mixture was filtered through a 3 cm bed of celite, and the filtrate was concentrated to give 7.0 g of crude product. Purification by column chromatography eluting on 130 g ... The reactants are CC1(C(=O)O)CCC(C(=O)O)C1(C)C, CO, Cl. Yields the product COC(=O)C1CCC(C)(C(=O)O)C1(C)C. Reaction SMILES: [C:1]([C:2]1([CH3:3])[C:4]([CH3:5])([CH3:6])[CH:7]([C:8](=[O:9])[OH:10])[CH2:11][CH2:12]1)(=[O:13])[OH:14].[CH3:15][OH:16].[ClH:17]>>[C:1]([C:2]1([CH3:3])[C:4]([CH3:5])([CH3:6])[CH:7]([C:8]([O:9][CH3:15])=[O:10])[CH2:11][CH2:12]1)(=[O:13])[OH:14]. Starting materials: CN1N=CN(C1=O)C1=CC=C(C=C1)C (4,5-dihydro-1-methyl-5-oxo-4-(4-methylphenyl)-1H-1,2,4-triazole), C(C1=CC=CC=C1)(=O)OOC(C1=CC=CC=C1)=O (benzoyl peroxide), BrN1C(CCC1=O)=O (N-bromosuccinimide). Run in C(Cl)(Cl)(Cl)Cl (carbon tetrachloride). Product: CN1N=CN(C1=O)C1=CC=C(C=C1)CBr (4,5-dihydro-1-methyl-5-oxo-4-(4-bromomethylphenyl)-1H-1,2,4-triazole). Yield: 74.6%. As a reaction SMILES: [CH3:1][N:2]1[C:6](=[O:7])[N:5]([C:8]2[CH:13]=[CH:12][C:11]([CH3:14])=[CH:10][CH:9]=2)[CH:4]=[N:3]1.C(OOC(=O)C1C=CC=CC=1)(=O)C1C=CC=CC=1.[Br:33]N1C(=O)CCC1=O>C(Cl)(Cl)(Cl)Cl>[CH3:1][N:2]1[C:6](=[O:7])[N:5]([C:8]2[CH:13]=[CH:12][C:11]([CH2:14][Br:33])=[CH:10][CH:9]=2)[CH:4]=[N:3]1. Procedure: To a stirred solution of 2.6 grams (0.013 mole) of 4,5-dihydro-1-methyl-5-oxo-4-(4-methylphenyl)-1H-1,2,4-triazole in 150 mL of carbon tetrachloride were added 0.3 gram (catalyst) of benzoyl peroxide and 2.5 grams (0.014 mole) of N-bromosuccinimide. The reaction mixture was heated at reflux for three hours, after which it was cooled and concentrated under reduced pressure, yielding 2.6 grams of 4,5-dihydro-1-methyl-5-oxo-4-(4-bromomethylphenyl)-1H-1,2,4-triazole, which was used in the next react... Reactants: CCOC(=O)CC(=O)OCC, Cc1c(I)ccc(C#N)c1Cl, [Cu]I, [H-], [Na+], C1COCCO1. The product is CCOC(=O)C(C(=O)OCC)c1ccc(C#N)c(Cl)c1C. Reaction SMILES: [C:1]([CH2:2][C:3](=[O:4])[O:5][CH2:6][CH3:7])(=[O:8])[O:9][CH2:10][CH3:11].[Cl:14][c:15]1[c:16]([C:17]#[N:18])[cH:19][cH:20][c:21]([I:24])[c:22]1[CH3:23].[Cu:31][I:32].[H-:13].[Na+:12].[O:25]1[CH2:26][CH2:27][O:28][CH2:29][CH2:30]1>>[C:1]([CH:2]([C:3](=[O:4])[O:5][CH2:6][CH3:7])[c:21]1[cH:20][cH:19][c:16]([C:17]#[N:18])[c:15]([Cl:14])[c:22]1[CH3:23])(=[O:8])[O:9][CH2:10][CH3:11]. Starting materials: BrCC=1N(C2=NC(=NC(=C2N1)N1CCOCC1)N1C(=NC2=C1C=CC=C2)C)C (4-(8-(Bromomethyl)-9-methyl-2-(2-methyl-1H-benzo[d]imidazol-1-yl)-9H-purin-6-yl)morpholine), NCC1(CCCCC1)O (1-(aminomethyl)cyclohexanol). Yields the product CN1C2=NC(=NC(=C2N=C1CNCC1(CCCCC1)O)N1CCOCC1)N1C(=NC2=C1C=CC=C2)C (1-(((9-methyl-2-(2-methyl-1H-benzo[d]imidazol-1-yl)-6-morpholino-9H-purin-8-yl)methylamino)methyl)cyclohexanol). As a reaction SMILES: Br[CH2:2][C:3]1[N:4]([CH3:28])[C:5]2[C:10]([N:11]=1)=[C:9]([N:12]1[CH2:17][CH2:16][O:15][CH2:14][CH2:13]1)[N:8]=[C:7]([N:18]1[C:22]3[CH:23]=[CH:24][CH:25]=[CH:26][C:21]=3[N:20]=[C:19]1[CH3:27])[N:6]=2.[NH2:29][CH2:30][C:31]1([OH:37])[CH2:36][CH2:35][CH2:34][CH2:33][CH2:32]1>>[CH3:28][N:4]1[C:3]([CH2:2][NH:29][CH2:30][C:31]2([OH:37])[CH2:36][CH2:35][CH2:34][CH2:33][CH2:32]2)=[N:11][C:10]2[C:5]1=[N:6][C:7]([N:18]1[C:22]3[CH:23]=[CH:24][CH:25]=[CH:26][C:21]=3[N:20]=[C:19]1[CH3:27])=[N:8][C:9]=2[N:12]1[CH2:17][CH2:16][O:15][CH2:14][CH2:13]1. Procedure: 4-(8-(Bromomethyl)-9-methyl-2-(2-methyl-1H-benzo[d]imidazol-1-yl)-9H-purin-6-yl)morpholine (50 mg) was reacted with 1-(aminomethyl)cyclohexanol via General Procedure E to give 22 mg of 273 following reverse phase purification. MS (Q1) 491.3 (M)+ As a reaction SMILES: [F:1][C:2]1[C:31]([N:32]2[CH2:38][CH2:37][CH2:36][N:35]([CH3:39])[CH2:34][CH2:33]2)=[CH:30][C:5]2[NH:6][C:7]([C:9]3[C:13]([NH:14][C:15](=[O:23])[N:16]([CH:20]([CH3:22])[CH3:21])[CH:17]([CH3:19])[CH3:18])=[CH:12][N:11](C4CCCCO4)[N:10]=3)=[N:8][C:4]=2[CH:3]=1.Cl>O1CCOCC1>[F:1][C:2]1[C:31]([N:32]2[CH2:38][CH2:37][CH2:36][N:35]([CH3:39])[CH2:34][CH2:33]2)=[CH:30][C:5]2[NH:6][C:7]([C:9]3[C:13]([NH:14][C:15](=[O:23])[N:16]([CH:17]([CH3:18])[CH3:19])[CH:20]([CH3:22])[CH3:21])=[CH:12][NH:11][N:10]=3)=[N:8][C:4]=2[CH:3]=1. The solvent is O1CCOCC1 (dioxane). Yields the product FC1=CC2=C(NC(=N2)C2=NNC=C2NC(N(C(C)C)C(C)C)=O)C=C1N1CCN(CCC1)C (3-{3-[5-fluoro-6-(4-methylperhydro-1,4-diazepin-1-yl)-1H-benzimidazol-2-yl]-1H-pyrazol-4-yl}-1,1-diisopropylurea). Reported procedure: A solution of 278.5 mg of 3-[3-[5-fluoro-6-(4-methylperhydro-1,4-diazepin-1-yl)-1H-benzimidazol-2-yl]-1-(tetrahydropyran-2-yl)-1H-pyrazol-4-yl]-1,1-diisopropylurea in solution in 5.1 mL of a 4N solution of hydrochloric acid in dioxane is stirred at 22° C. for 4 hours. After evaporation, the reaction crude is purified by preparative HPLC with, as eluent, a gradient of water/acetonitrile containing respectively 0.07% of trifluoroacetic acid. 15.2 mg of 3-{3-[5-fluoro-6-(4-methylperhydro-1,4-diazep... Isolated yield 6.5%. Reactants: FC1=CC2=C(NC(=N2)C2=NN(C=C2NC(N(C(C)C)C(C)C)=O)C2OCCCC2)C=C1N1CCN(CCC1)C (3-[3-[5-fluoro-6-(4-methylperhydro-1,4-diazepin-1-yl)-1H-benzimidazol-2-yl]-1-(tetrahydropyran-2-yl)-1H-pyrazol-4-yl]-1,1-diisopropylurea), solution, Cl (hydrochloric acid).